Dataset: the Open Reaction Database (ORD), a public repository of structured organic reaction records. Task: describe an organic reaction: reactants, conditions, products, and yield Reactants: [N+](=O)([O-])C1=C(C=CC=C1)O (2-nitrophenol), COCCCl (chloroethyl methyl ether), C(=O)([O-])[O-].[K+].[K+] (K2CO3). The solvent is CN(C)C=O (DMF). Conditions: temperature 110 celsius. Yields the product COCCOC1=C(C=CC=C1)[N+](=O)[O-] (2-Methoxyethoxynitrobenzene). Reaction SMILES: [N+:1]([C:4]1[CH:9]=[CH:8][CH:7]=[CH:6][C:5]=1[OH:10])([O-:3])=[O:2].[CH3:11][O:12][CH2:13][CH2:14]Cl.C([O-])([O-])=O.[K+].[K+]>CN(C=O)C>[CH3:11][O:12][CH2:13][CH2:14][O:10][C:5]1[CH:6]=[CH:7][CH:8]=[CH:9][C:4]=1[N+:1]([O-:3])=[O:2] |f:2.3.4|. Procedure details: 140 g (1010 mmol) 2-nitrophenol, 105 g (1110 mmol) chloroethyl methyl ether, 84.2 g (507 mmol) KI and 153 g (1110 mmol) K2CO3, were suspended in 500 ml DMF, in a 2 l Erlenmeyer flask heated at 110±5° C. for 6 h. The solvent was evaporated and the residue was dissolved in 500 ml CHCl3 and 500 ml water. The organic phase was washed with 2×500 ml 2.5% Na2CO3, 500 ml sat. NaCl and dried over Na2SO4. The solvent was evaporated to afford 201 g (100%) light yellow oil. H1NMR (CDCl3) δ (ppm) 3.45 (s,3H)...